From a dataset of the Open Reaction Database (ORD), a public repository of structured organic reaction records. describe an organic reaction: reactants, conditions, products, and yield The reactants are ClCCl, ClC(Cl)Cl, O=C(Cl)C(=O)Cl, CCOP(=O)(Cc1ccc([N+](=O)[O-])cc1)OCC. The product is CCOP(=O)(Cl)Cc1ccc([N+](=O)[O-])cc1. RXN SMILES: [CH2:25]([Cl:26])[Cl:27].[CH:28]([Cl:29])([Cl:30])[Cl:31].[Cl:1][C:2]([C:3]([Cl:4])=[O:5])=[O:6].[N+:7](=[O:8])([O-:9])[c:10]1[cH:11][cH:12][c:13]([CH2:14][P:15]([O:16][CH2:17][CH3:18])([O:19][CH2:21][CH3:22])=[O:20])[cH:23][cH:24]1>>[Cl:1][P:15]([CH2:14][c:13]1[cH:12][cH:11][c:10]([N+:7](=[O:8])[O-:9])[cH:24][cH:23]1)([O:16][CH2:17][CH3:18])=[O:19].